From a dataset of the Open Reaction Database (ORD), a public repository of structured organic reaction records. describe an organic reaction: reactants, conditions, products, and yield RXN SMILES: [Al+3:2].[Br-:1].[Br-:3].[Br-:4].[Br:5][CH2:6][CH2:7][Br:8].[C:11]([CH2:12][CH2:13][CH2:14][CH2:15][CH3:16])(=[O:17])[Br:18].[CH:9]#[CH:10]>>[Br:5][CH:6]=[CH:7][C:11]([CH2:12][CH2:13][CH2:14][CH2:15][CH3:16])=[O:17]. The reactants are [Al+3], [Br-], [Br-], [Br-], BrCCBr, CCCCCC(=O)Br, C#C. The product is CCCCCC(=O)C=CBr. The reactants are Cl (hydrochloric acid), cupric chloride, BrC1=C(N)C(=CC(=C1Cl)F)[N+](=O)[O-] (2-bromo-3-chloro-4-fluoro-6-nitroaniline), C(C)(C)(C)ON=O (tert-butylnitrite). Solvent: C(C)#N (acetonitrile). Yields the product BrC=1C(=C(C=C(C1Cl)F)[N+](=O)[O-])Cl (3-Bromo-2,4-dichloro-5-fluoronitrobenzene). Reaction SMILES: [Br:1][C:2]1[C:8]([Cl:9])=[C:7]([F:10])[CH:6]=[C:5]([N+:11]([O-:13])=[O:12])[C:3]=1N.C(ON=O)(C)(C)C.[ClH:21]>C(#N)C>[Br:1][C:2]1[C:3]([Cl:21])=[C:5]([N+:11]([O-:13])=[O:12])[CH:6]=[C:7]([F:10])[C:8]=1[Cl:9]. Procedure details: To a mixture of anhydrous cupric chloride (147 g) and 2-bromo-3-chloro-4-fluoro-6-nitroaniline (235.6 g) in anhydrous acetonitrile (1.5 litter) was added tert-butylnitrite (135.2 g) at 60° C. during 70 minutes. The reaction mixture was poured into ice-chilled diluted hydrochloric acid (1.5 litter) and extracted with benzene. The organic layer was successively washed with ice-chilled diluted hydrochloric acid and water saturated with sodium chloride, dried over anhydrous sodium sulfate and concen... Reactants: CC(C)(C)OC(=O)N1CC2CC1CN2, Fc1ccc(I)cn1. Yields the product CC(C)(C)OC(=O)N1CC2CC1CN2c1ccc(F)nc1. As a reaction SMILES: [CH:1]12[N:2]([C:8](=[O:9])[O:10][C:11]([CH3:12])([CH3:13])[CH3:14])[CH2:3][CH:4]([NH:5][CH2:6]1)[CH2:7]2.[F:15][c:16]1[n:17][cH:18][c:19]([I:22])[cH:20][cH:21]1>>[CH:1]12[N:2]([C:8](=[O:9])[O:10][C:11]([CH3:12])([CH3:13])[CH3:14])[CH2:3][CH:4]([N:5]([c:19]3[cH:18][n:17][c:16]([F:15])[cH:21][cH:20]3)[CH2:6]1)[CH2:7]2. The reactants are C(Cl)(Cl)Cl (chloroform), C1=CC=CC=C1 (benzene), CO (methanol), CS(=O)C (dimethyl sulfoxide), C(C)(=O)OCC (ethyl acetate). Run in C(C)O (ethanol), O (water), CCCCCC (n-hexane). Product: C1=CC=C2C(=C1)C(=O)C(C2=O)(O)O (ninhydrin). RXN SMILES: C(Cl)(Cl)Cl.CS(C)=[O:7].[C:9]([O:12]CC)(=[O:11])[CH3:10].[CH3:15][OH:16].[CH:17]1[CH:22]=[CH:21][CH:20]=[CH:19][CH:18]=1>CCCCCC.O.C(O)C>[CH:17]1[CH:22]=[C:21]2[C:15]([C:9]([OH:11])([OH:12])[C:10](=[O:7])[C:20]2=[CH:19][CH:18]=1)=[O:16]. Procedure details: Each of the specific compounds referred to in Table I was soluble in benzene, chloroform, dimethyl sulfoxide, ethyl acetate, methanol and ethanol, but insoluble in n-hexane and water. They gave positive responses to Dragendorff and Rydon-Smith reagents, but negative responses to Erhlich, Sakaguchi and ninhydrin reagents. UV absorption maxima were observed at about 219, 242 and 317 nm in methanol and acidic methanol which shifted to about 221, 252, 293 and 342 nm in alkaline methanolic solution. ... Starting materials: BrC=1C(CCC1OCC)=O (2-Bromo-3-ethoxy-cyclopent-2-enone), C(=O)([O-])[O-].[K+].[K+] (K2CO3), FC1=CC=C(C=C1)B(O)O (4-fluorophenylboronic acid). Reagents/catalysts: C=1C=CC(=CC1)[P](C=2C=CC=CC2)(C=3C=CC=CC3)[Pd]([P](C=4C=CC=CC4)(C=5C=CC=CC5)C=6C=CC=CC6)([P](C=7C=CC=CC7)(C=8C=CC=CC8)C=9C=CC=CC9)[P](C=1C=CC=CC1)(C=1C=CC=CC1)C=1C=CC=CC1.C=1C=CC(=CC1)[P](C=2C=CC=CC2)(C=3C=CC=CC3)[Pd]([P](C=4C=CC=CC4)(C=5C=CC=CC5)C=6C=CC=CC6)([P](C=7C=CC=CC7)(C=8C=CC=CC8)C=9C=CC=CC9)[P](C=1C=CC=CC1)(C=1C=CC=CC1)C=1C=CC=CC1 (Tetrakis(triphenylphosphine)palladium(0) Pd(PPh3)4), C=1C=CC(=CC1)/C=C/C(=O)/C=C/C2=CC=CC=C2.C=1C=CC(=CC1)/C=C/C(=O)/C=C/C2=CC=CC=C2.[Pd] (bis(dibenzylideneacetone)palladium(0)), C=1C=CC(=CC1)/C=C/C(=O)/C=C/C2=CC=CC=C2.C=1C=CC(=CC1)/C=C/C(=O)/C=C/C2=CC=CC=C2.C=1C=CC(=CC1)/C=C/C(=O)/C=C/C2=CC=CC=C2.[Pd].[Pd] (Pd2(dba)3), C1(=CC=CC=C1)P(C1=CC=CC=C1)C1=CC=CC=C1 (triphenylphosphine). The solvent is C1(=CC=CC=C1)C (toluene), C1=CC=CC=C1 (benzene), O (H2O), CCO (EtOH). Reaction conditions: temperature 100 celsius. Product: C(C)OC1=C(C(CC1)=O)C1=CC=C(C=C1)F (3-ethoxy-2-(4-fluoro-phenyl)-cyclopent-2-enone). The yield is 69.6%. As a reaction SMILES: Br[C:2]1[C:3](=[O:10])[CH2:4][CH2:5][C:6]=1[O:7][CH2:8][CH3:9].C([O-])([O-])=O.[K+].[K+].[F:17][C:18]1[CH:23]=[CH:22][C:21](B(O)O)=[CH:20][CH:19]=1>C1(C)C=CC=CC=1.C1C=CC=CC=1.O.CCO.C1C=CC([P]([Pd]([P](C2C=CC=CC=2)(C2C=CC=CC=2)C2C=CC=CC=2)([P](C2C=CC=CC=2)(C2C=CC=CC=2)C2C=CC=CC=2)[P](C2C=CC=CC=2)(C2C=CC=CC=2)C2C=CC=CC=2)(C2C=CC=CC=2)C2C=CC=CC=2)=CC=1.C1C=CC([P]([Pd]([P](C2C=CC=CC=2)(C2C=CC=CC=2)C2C=CC=CC=2)([P](C2C=CC=CC=2)(C2C=CC=CC=2)C2C=CC=CC=2)[P](C2C=CC=CC=2)(C2C=CC=CC=2)C2C=CC=CC=2)(C2C=CC=CC=2)C2C=CC=CC=2)=CC=1.C1C=CC(/C=C/C(/C=C/C2C=CC=CC=2)=O)=CC=1.C1C=CC(/C=C/C(/C=C/C2C=CC=CC=2)=O)=CC=1.[Pd].C1C=CC(/C=C/C(/C=C/C2C=CC=CC=2)=O)=CC=1.C1C=CC(/C=C/C(/C=C/C2C=CC=CC=2)=O)=CC=1.C1C=CC(/C=C/C(/C=C/C2C=CC=CC=2)=O)=CC=1.[Pd].[Pd].C1(P(C2C=CC=CC=2)C2C=CC=CC=2)C=CC=CC=1>[CH2:8]([O:7][C:6]1[CH2:5][CH2:4][C:3](=[O:10])[C:2]=1[C:21]1[CH:22]=[CH:23][C:18]([F:17])=[CH:19][CH:20]=1)[CH3:9] |f:1.2.3,9.10,11.12.13,14.15.16.17.18,^1:47,49,68,87,124,126,145,164|. Procedure details: 2-Bromo-3-ethoxy-cyclopent-2-enone (Intermediate NINE2) (10.5 g, 51.2 mmol) and K2CO3 (14.2 g, 102 mmol) in toluene (100 mL), benzene (100 mL) and H2O (50 mL) was treated with a solution of 4-fluorophenylboronic acid (9.31 g, 66.5) in EtOH (100 mL). Tetrakis(triphenylphosphine)palladium(0) Pd(PPh3)4 (3 g, 2.6 mmol), bis(dibenzylideneacetone)palladium(0), Pd2(dba)3 (0.47 g, 0.5 mmol) and triphenylphosphine (0.27 g, 1.0 mmol) were added and the mixture was purged with N2 for 15 m. The mixture was ...